Dataset: the Open Reaction Database (ORD), a public repository of structured organic reaction records. Task: describe an organic reaction: reactants, conditions, products, and yield The reactants are O=C(O)COC1CCN(C(=O)OCc2ccccc2)CC1, CCN(C(C)C)C(C)C, Cl, FC1(F)CNC1, CN(C)C=O. Yields the product O=C(COC1CCN(C(=O)OCc2ccccc2)CC1)N1CC(F)(F)C1. As a reaction SMILES: [CH2:1]([c:2]1[cH:3][cH:4][cH:5][cH:6][cH:7]1)[O:8][C:9](=[O:10])[N:11]1[CH2:12][CH2:13][CH:14]([O:17][CH2:18][C:19](=[O:20])[OH:21])[CH2:15][CH2:16]1.[CH:29]([N:30]([CH2:31][CH3:32])[CH:33]([CH3:34])[CH3:35])([CH3:36])[CH3:37].[ClH:22].[F:23][C:24]1([F:28])[CH2:25][NH:26][CH2:27]1.[O:38]=[CH:39][N:40]([CH3:41])[CH3:42]>>[CH2:1]([c:2]1[cH:3][cH:4][cH:5][cH:6][cH:7]1)[O:8][C:9](=[O:10])[N:11]1[CH2:12][CH2:13][CH:14]([O:17][CH2:18][C:19](=[O:21])[N:26]2[CH2:25][C:24]([F:23])([F:28])[CH2:27]2)[CH2:15][CH2:16]1. Reactants: Cc1cnc(Br)cc1C, CCO, NN, O. The product is Cc1cnc(NN)cc1C. RXN SMILES: [Br:1][c:2]1[n:3][cH:4][c:5]([CH3:9])[c:6]([CH3:8])[cH:7]1.[CH3:13][CH2:14][OH:15].[NH2:11][NH2:12].[OH2:10]>>[c:2]1([NH:11][NH2:12])[n:3][cH:4][c:5]([CH3:9])[c:6]([CH3:8])[cH:7]1. The reactants are CCN=C=O, Cc1cc(C(=O)Nc2cc(Oc3ccc4nc(N)cn4c3)ccc2F)n(C)n1, C1CCOC1, O. The product is CCNC(=O)Nc1cn2cc(Oc3ccc(F)c(NC(=O)c4cc(C)nn4C)c3)ccc2n1. As a reaction SMILES: [CH2:29]([CH3:30])[N:31]=[C:32]=[O:33].[NH2:1][c:2]1[n:3][c:4]2[n:5]([cH:6][c:7]([O:10][c:11]3[cH:12][cH:13][c:14]([F:27])[c:15]([NH:17][C:18](=[O:19])[c:20]4[cH:21][c:22]([CH3:26])[n:23][n:24]4[CH3:25])[cH:16]3)[cH:8][cH:9]2)[cH:28]1.[O:34]1[CH2:35][CH2:36][CH2:37][CH2:38]1.[OH2:39]>>[NH:1]([c:2]1[n:3][c:4]2[n:5]([cH:6][c:7]([O:10][c:11]3[cH:12][cH:13][c:14]([F:27])[c:15]([NH:17][C:18](=[O:19])[c:20]4[cH:21][c:22]([CH3:26])[n:23][n:24]4[CH3:25])[cH:16]3)[cH:8][cH:9]2)[cH:28]1)[C:32]([NH:31][CH2:29][CH3:30])=[O:33]. Reactants: C(#N)C[C@H]1C[C@@]([C@@H]2CN(C[C@@H]2C1)C(CC1=C(C=CC=C1)OCC1=CC=CC=C1)=O)(O)C1=C(C=CC=C1)OC ((3aS,4S,6S,7aR)-6-cyanomethyl-2-[(2-benzyloxyphenyl)acetyl]-4-(2-methoxyphenyl)perhydroisoindol-4-ol), [H][H] (hydrogen). The reagents and catalysts are [OH-].[OH-].[Pd+2] (palladium hydroxide on carbon). The solvent is C(C)O (ethanol). Product: C(#N)C[C@H]1C[C@@]([C@@H]2CN(C[C@@H]2C1)C(CC1=C(C=CC=C1)O)=O)(O)C1=C(C=CC=C1)OC ((3aS,4S,6S,7aR)-6-cyanomethyl-2-[(2-hydroxyphenyl)acetyl]-4-(2-methoxyphenyl)perhydroisoindol-4-ol). The yield is 56.0%. As a reaction SMILES: [C:1]([CH2:3][C@@H:4]1[CH2:12][C@@H:11]2[C@@H:7]([CH2:8][N:9]([C:13](=[O:29])[CH2:14][C:15]3[CH:20]=[CH:19][CH:18]=[CH:17][C:16]=3[O:21]CC3C=CC=CC=3)[CH2:10]2)[C@@:6]([C:31]2[CH:36]=[CH:35][CH:34]=[CH:33][C:32]=2[O:37][CH3:38])([OH:30])[CH2:5]1)#[N:2].[H][H]>[OH-].[OH-].[Pd+2].C(O)C>[C:1]([CH2:3][C@@H:4]1[CH2:12][C@@H:11]2[C@@H:7]([CH2:8][N:9]([C:13](=[O:29])[CH2:14][C:15]3[CH:20]=[CH:19][CH:18]=[CH:17][C:16]=3[OH:21])[CH2:10]2)[C@@:6]([C:31]2[CH:36]=[CH:35][CH:34]=[CH:33][C:32]=2[O:37][CH3:38])([OH:30])[CH2:5]1)#[N:2] |f:2.3.4|. Reported procedure: (3aS,4S,6S,7aR)-6-Cyanomethyl-2-[(2-hydroxyphenyl)acetyl]-4-(2-methoxyphenyl)perhydroisoindol-4-ol is obtained by proceeding as described in Example 4, from 1.3 g of (3aS,4S,6S,7aR)-6-cyanomethyl-2-[(2-benzyloxyphenyl)acetyl]-4-(2-methoxyphenyl)perhydroisoindol-4-ol, 130 cm3 of ethanol, 0.3 g of 20% palladium hydroxide on carbon black, and hydrogen. Purification by chromatography gives 0.60 g of (3aS,4S,6S,7aR)-6-cyanomethyl-2-[(2-hydroxyphenyl)acetyl]-4-(2-methoxyphenyl)perhydroisoindol-4-ol in... RXN SMILES: [F:1][C:2]1[CH:22]=[CH:21][CH:20]=[C:19]([F:23])[C:3]=1[CH2:4][O:5][C:6]1[N:11]2[N:12]=[C:13]([CH3:18])[C:14]([C:15]([OH:17])=O)=[C:10]2[CH:9]=[CH:8][CH:7]=1.ON1C2C=CC=CC=2N=N1.Cl.CN(C)CCCN=C=NCC.[C:46]([O:50][C:51](=[O:60])[NH:52][C:53]([CH3:59])([CH2:56][CH2:57][CH3:58])[CH2:54][NH2:55])([CH3:49])([CH3:48])[CH3:47].C(N(CC)C(C)C)(C)C>O1CCCC1>[C:46]([O:50][C:51](=[O:60])[NH:52][C:53]([CH3:59])([CH2:56][CH2:57][CH3:58])[CH2:54][NH:55][C:15]([C:14]1[C:13]([CH3:18])=[N:12][N:11]2[C:6]([O:5][CH2:4][C:3]3[C:2]([F:1])=[CH:22][CH:21]=[CH:20][C:19]=3[F:23])=[CH:7][CH:8]=[CH:9][C:10]=12)=[O:17])([CH3:49])([CH3:48])[CH3:47] |f:2.3|. Reaction conditions: time 15 minute. The solvent is O1CCCC1 (tetrahydrofuran). Procedure: A solution of 100 mg (0.19 mmol, 61% pure) of 7-[(2,6-difluorobenzyl)oxy]-2-methylpyrazolo[1,5-a]pyridine-3-carboxylic acid from Example 130A in 4 ml of tetrahydrofuran was admixed with 39.1 mg (0.287 mmol) of 1-hydroxybenzotriazole and 74.3 mg (0.287 mmol) of 1-(3-dimethylaminopropyl)-3-ethylcarbodiimide hydrochloride. The resulting solution was stirred at room temperature for 15 min, and then 62.2 mg (0.287 mmol) of rac-(1-amino-2-methylpentan-2-yl)carbamic acid tert-butyl ester from Example 1... Reactants: FC1=C(COC2=CC=CC=3N2N=C(C3C(=O)O)C)C(=CC=C1)F (7-[(2,6-Difluorobenzyl)oxy]-2-methylpyrazolo[1,5-a]pyridine-3-carboxylic Acid), C(C)(C)(C)OC(NC(CN)(CCC)C)=O (rac-(1-amino-2-methylpentan-2-yl)carbamic acid tert-butyl ester), C(C)(C)N(C(C)C)CC (N,N-diisopropylethylamine), ON1N=NC2=C1C=CC=C2 (1-hydroxybenzotriazole), Cl.CN(CCCN=C=NCC)C (1-(3-dimethylaminopropyl)-3-ethylcarbodiimide hydrochloride). The product is C(C)(C)(C)OC(NC(CNC(=O)C=1C(=NN2C1C=CC=C2OCC2=C(C=CC=C2F)F)C)(CCC)C)=O (rac-{1-[({7-[(2,6-Difluorobenzyl)oxy]-2-methylpyrazolo[1,5-a]pyridin-3-yl}carbonyl)amino]-2-methylpentan-2-yl}carbamic Acid tert-butyl Ester).